From a dataset of the Open Reaction Database (ORD), a public repository of structured organic reaction records. describe an organic reaction: reactants, conditions, products, and yield The reactants are CCO, CCOC(C)=O, CCOC(=O)C=C(c1ccc(O)cc1)c1ccc(F)cc1. The product is CCOC(=O)CC(c1ccc(O)cc1)c1ccc(F)cc1. As a reaction SMILES: [CH3:22][CH2:23][OH:24].[CH3:25][CH2:26][O:27][C:28](=[O:29])[CH3:30].[F:1][c:2]1[cH:3][cH:4][c:5]([C:8](=[CH:9][C:10](=[O:11])[O:12][CH2:13][CH3:14])[c:15]2[cH:16][cH:17][c:18]([OH:21])[cH:19][cH:20]2)[cH:6][cH:7]1>>[F:1][c:2]1[cH:3][cH:4][c:5]([CH:8]([CH2:9][C:10](=[O:11])[O:12][CH2:13][CH3:14])[c:15]2[cH:16][cH:17][c:18]([OH:21])[cH:19][cH:20]2)[cH:6][cH:7]1. The reactants are O=C1CCC(=O)N1Br, ClCCl, OCCCc1ccc(F)cc1F, c1ccc(P(c2ccccc2)c2ccccc2)cc1. Product: Fc1ccc(CCCBr)c(F)c1. As a reaction SMILES: [Br:32][N:33]1[C:34](=[O:35])[CH2:36][CH2:37][C:38]1=[O:39].[CH2:40]([Cl:41])[Cl:42].[F:1][c:2]1[c:3]([CH2:9][CH2:10][CH2:11][OH:12])[cH:4][cH:5][c:6]([F:8])[cH:7]1.[c:13]1([P:14]([c:15]2[cH:16][cH:17][cH:18][cH:19][cH:20]2)[c:21]2[cH:22][cH:23][cH:24][cH:25][cH:26]2)[cH:27][cH:28][cH:29][cH:30][cH:31]1>>[F:1][c:2]1[c:3]([CH2:9][CH2:10][CH2:11][Br:32])[cH:4][cH:5][c:6]([F:8])[cH:7]1. The reactants are N1=CC(=CC=C1)C=O (pyridine-3-aldehyde), C(C)N (ethylamine), O=O (oxygen). The reagents and catalysts are [Pd] (palladium). Run at time 2 hour. Yields the product C(C)NC(C1=CN=CC=C1)=O (nicotinic acid monoethylamide). Isolated yield 47.0%. Reaction SMILES: [N:1]1[CH:6]=[CH:5][CH:4]=[C:3]([CH:7]=[O:8])[CH:2]=1.[CH2:9]([NH2:11])[CH3:10].O=O>[Pd]>[CH2:9]([NH:11][C:7](=[O:8])[C:3]1[CH:4]=[CH:5][CH:6]=[N:1][CH:2]=1)[CH3:10]. Reported procedure: In a 100 ml three-necked flask were charged 2 g of pyridine-3-aldehyde, 50 g of a 30 weight percent aqueous ethylamine solution and 3 g of the same commercially available palladium catalyst as in Example 1. The reaction was conducted at a reaction temperature of 30° C. for 2 hours by introducing oxygen at a rate of 10 l/hour into the flask from its gas inlet equipped with a filter to give nicotinic acid monoethylamide at a yield of 47%. The reactants are [N+](=O)([O-])C1=CC(=C(OCCN(C(C)C)CCC2=CC(=C(C=C2)OC)OC)C=C1)N1C=CC=C1 (1-[4-Nitro-2-(1H-pyrrol-1-yl)phenoxy]-2-[N-(3,4-dimethoxyphenethyl)-N-isopropylamino]ethane), CS(=O)(=O)Cl (methanesulfonyl chloride), O (water), [H][H] (hydrogen). The reagents and catalysts are [Pd] (Pd/C). The solvent is C(C)(=O)OCC (ethyl acetate), CO (methanol). Run at temperature 0 celsius, time 2 hour. The product is titled compound, Cl.CS(=O)(=O)NC1=CC(=C(OCCN(C(C)C)CCC2=CC(=C(C=C2)OC)OC)C=C1)N1C=CC=C1 (1-[4-methanesulfonamido-2-(1H-pyrrol-1-yl)phenoxy]-2-[N-(3,4-dimethoxyphenethyl)-N-isopropylamino]ethane hydrochloride). Isolated yield 26.3%. RXN SMILES: [N+:1]([C:4]1[CH:28]=[CH:27][C:7]([O:8][CH2:9][CH2:10][N:11]([CH2:15][CH2:16][C:17]2[CH:22]=[CH:21][C:20]([O:23][CH3:24])=[C:19]([O:25][CH3:26])[CH:18]=2)[CH:12]([CH3:14])[CH3:13])=[C:6]([N:29]2[CH:33]=[CH:32][CH:31]=[CH:30]2)[CH:5]=1)([O-])=O.[H][H].[CH3:36][S:37]([Cl:40])(=[O:39])=[O:38].O>C(OCC)(=O)C.CO.[Pd]>[ClH:40].[CH3:36][S:37]([NH:1][C:4]1[CH:28]=[CH:27][C:7]([O:8][CH2:9][CH2:10][N:11]([CH2:15][CH2:16][C:17]2[CH:22]=[CH:21][C:20]([O:23][CH3:24])=[C:19]([O:25][CH3:26])[CH:18]=2)[CH:12]([CH3:14])[CH3:13])=[C:6]([N:29]2[CH:33]=[CH:32][CH:31]=[CH:30]2)[CH:5]=1)(=[O:39])=[O:38] |f:7.8|. Procedure details: 1-[4-Nitro-2-(1H-pyrrol-1-yl)phenoxy]-2-[N-(3,4-dimethoxyphenethyl)-N-isopropylamino]ethane (0.9 g, 1.98 mmol) was dissolved in 50 ml of a 1:1 solvent system of ethyl acetate and methanol; following 10% Pd/C (0.4 g), the solution was stirred at room temperature for 1 h as hydrogen gas was introduced. Thereafter, the reaction solution was filtered through Celite and the solvent was evaporated; the resulting residue (0.7 g) was dissolved in pyridine (20 ml) and, thereafter, the solution was cooled... The reactants are [N+](=O)([O-])C1=C(C#N)C=C(C(=C1)OCCCC)OC (2-nitro-4-butoxy-5-methoxybenzonitrile), C1=CCCCC1 (Cyclohexene), crude product. The reagents and catalysts are [Pd] (Pd/C). Run in C(C)O (ethanol), C(C)O (ethanol). Conditions: temperature 40 celsius. Product: C(#N)C1=C(C=C(C(=C1)OC)OCCCC)N (2-cyano-4-methoxy-5-n-butoxy phenylamine). Isolated yield 71.3%. RXN SMILES: [N+:1]([C:4]1[CH:11]=[C:10]([O:12][CH2:13][CH2:14][CH2:15][CH3:16])[C:9]([O:17][CH3:18])=[CH:8][C:5]=1[C:6]#[N:7])([O-])=O.C1CCCCC=1>C(O)C.[Pd]>[C:6]([C:5]1[CH:8]=[C:9]([O:17][CH3:18])[C:10]([O:12][CH2:13][CH2:14][CH2:15][CH3:16])=[CH:11][C:4]=1[NH2:1])#[N:7]. Procedure: 2-nitro-4-butoxy-5-methoxybenzonitrile (0.563 g, 2.24 mmol), Pd/C (0.035 g) and anhydrous ethanol (25.0 mL) were added into a round bottom flask. The solution was stirred and heated under reflux. Cyclohexene (1.15 mL) was added and refluxed until the disappearance of the starting materials as monitored by TLC. After cooling, the resulting mixture was filtered and washed with ethanol. The filtrate was concentrated to yield a solid product. The crude product was suspended in anhydrous ethanol (4 m... The reactants are O (Water), [Si](C)(C)(C(C)(C)C)Cl (tert-Butyldimethylsilyl chloride), N1C=NC=C1 (imidazole), FC1=CC(=C(C=C1C(C)C)C1=C(C=C(C=C1)C(F)(F)F)CO)OC ([4′-fluoro-5′-isopropyl-2′-methoxy-4-(trifluoromethyl)biphenyl-2-yl]methanol). Solvent: C(Cl)Cl (CH2Cl2). Conditions: time 8 hour. Yields the product C(C)(C)(C)[Si](C)(C)OCC1=C(C=CC(=C1)C(F)(F)F)C1=C(C=C(C(=C1)C(C)C)F)OC (tert-butyl {[4′-fluoro-5′-isopropyl-2′-methoxy-4-(trifluoromethyl)biphenyl-2-yl]methoxy}dimethylsilane). Reaction SMILES: [Si:1](Cl)([C:4]([CH3:7])([CH3:6])[CH3:5])([CH3:3])[CH3:2].N1C=CN=C1.[F:14][C:15]1[C:20]([CH:21]([CH3:23])[CH3:22])=[CH:19][C:18]([C:24]2[CH:29]=[CH:28][C:27]([C:30]([F:33])([F:32])[F:31])=[CH:26][C:25]=2[CH2:34][OH:35])=[C:17]([O:36][CH3:37])[CH:16]=1.O>C(Cl)Cl>[C:4]([Si:1]([O:35][CH2:34][C:25]1[CH:26]=[C:27]([C:30]([F:32])([F:33])[F:31])[CH:28]=[CH:29][C:24]=1[C:18]1[CH:19]=[C:20]([CH:21]([CH3:23])[CH3:22])[C:15]([F:14])=[CH:16][C:17]=1[O:36][CH3:37])([CH3:3])[CH3:2])([CH3:7])([CH3:6])[CH3:5]. Procedure: tert-Butyldimethylsilyl chloride (0.48 g, 3.21 mmol) and imidazole (0.50 g, 7.30 mmol) were added successively to a stirred solution of [4′-fluoro-5′-isopropyl-2′-methoxy-4-(trifluoromethyl)biphenyl-2-yl]methanol (1.00 g, 2.93 mmol) in dry CH2Cl2 (13.4 mL) at room temperature under N2 and the reaction was stirred overnight. Water (50 mL) was added and the mixture was extracted with EtOAc (3×50 mL). The combined extracts were dried (MgSO4) and concentrated in vacuo to give the crude product. This...